From a dataset of the Open Reaction Database (ORD), a public repository of structured organic reaction records. describe an organic reaction: reactants, conditions, products, and yield The reactants are CSC(N)=S, CON=C(C(=O)NC1C(=O)N(S(=O)(=O)[O-])C1Sc1nnnn1C)c1csc(NC(=O)CCl)n1, [Na+], [Na], O. The product is CON=C(C(=O)NC1C(=O)N(S(=O)(=O)[O-])C1Sc1nnnn1C)c1csc(N)n1, [Na+]. As a reaction SMILES: [C:35](=[S:36])([S:37][CH3:38])[NH2:39].[Cl:1][CH2:2][C:3](=[O:4])[NH:5][c:6]1[s:7][cH:8][c:9]([C:11]([C:12](=[O:13])[NH:14][CH:15]2[C:16](=[O:30])[N:17]([S:26](=[O:27])(=[O:28])[O-:29])[CH:18]2[S:19][c:20]2[n:21][n:22][n:23][n:24]2[CH3:25])=[N:31][O:32][CH3:33])[n:10]1.[Na+:34].[Na:40].[OH2:41]>>[NH2:5][c:6]1[s:7][cH:8][c:9]([C:11]([C:12](=[O:13])[NH:14][CH:15]2[C:16](=[O:30])[N:17]([S:26](=[O:27])(=[O:28])[O-:29])[CH:18]2[S:19][c:20]2[n:21][n:22][n:23][n:24]2[CH3:25])=[N:31][O:32][CH3:33])[n:10]1.[Na+:34]. Reactants: FC=1C=C2C(N(C(NC2=CC1[N+](=O)[O-])=O)NS(=O)(=O)C)=O (N-(6-Fluoro-7-nitro-2,4-dioxo-1,4-dihydro-2H-quinazolin-3-yl)-methanesulfonamide), N[C@H](CO)CC=1N=CNC1 ((S)-2-amino-3-(1H-imidazol-4-yl)-propan-1-ol). Yields the product OC[C@H](CC=1N=CNC1)NC=1C=C2C(N(C(NC2=CC1[N+](=O)[O-])=O)NS(=O)(=O)C)=O (N-{6-[(S)-2-Hydroxy-1-(1H-imidazol-4-ylmethyl)-ethylamino]-7-nitro-2,4-dioxo-1,4-dihydro-2H-quinazolin-3-yl}-methanesulfonamide). Yield: 46.0%. RXN SMILES: F[C:2]1[CH:3]=[C:4]2[C:9](=[CH:10][C:11]=1[N+:12]([O-:14])=[O:13])[NH:8][C:7](=[O:15])[N:6]([NH:16][S:17]([CH3:20])(=[O:19])=[O:18])[C:5]2=[O:21].[NH2:22][C@@H:23]([CH2:26][C:27]1[N:28]=[CH:29][NH:30][CH:31]=1)[CH2:24][OH:25]>>[OH:25][CH2:24][C@@H:23]([NH:22][C:2]1[CH:3]=[C:4]2[C:9](=[CH:10][C:11]=1[N+:12]([O-:14])=[O:13])[NH:8][C:7](=[O:15])[N:6]([NH:16][S:17]([CH3:20])(=[O:19])=[O:18])[C:5]2=[O:21])[CH2:26][C:27]1[N:28]=[CH:29][NH:30][CH:31]=1. Procedure: N-(6-Fluoro-7-nitro-2,4-dioxo-1,4-dihydro-2H-quinazolin-3-yl)-methanesulfonamide (30 mg, 0.0943 mmol) is reacted with (S)-2-amino-3-(1H-imidazol-4-yl)-propan-1-ol according to the GPA affording 24.1 mg (46%) of a red powder. Rt=1.73 min. Starting materials: [H-].[Na+] (sodium hydride), [N+](=O)([O-])C1=C2C=CNC2=CC=C1 (4-nitroindole), C(C)(C)(C)OC(=O)N1C=CC2=C(C=CN=C12)CCl (1-(t-butyloxycarbonyl)-4-chloromethyl-7-azaindole). The solvent is C1CCOC1 (THF). Reaction conditions: time 4 hour. Product: [N+](=O)([O-])C1=C2C=CN(C2=CC=C1)CC1=C2C(=NC=C1)NC=C2 (4-[(4-nitro-1H-indol-1-yl)methyl]-1H-pyrrolo[2,3-b]pyridine). Yield: 15.8%. RXN SMILES: [H-].[Na+].[N+:3]([C:6]1[CH:14]=[CH:13][CH:12]=[C:11]2[C:7]=1[CH:8]=[CH:9][NH:10]2)([O-:5])=[O:4].C(OC([N:22]1[C:30]2[C:25](=[C:26]([CH2:31]Cl)[CH:27]=[CH:28][N:29]=2)[CH:24]=[CH:23]1)=O)(C)(C)C>C1COCC1>[N+:3]([C:6]1[CH:14]=[CH:13][CH:12]=[C:11]2[C:7]=1[CH:8]=[CH:9][N:10]2[CH2:31][C:26]1[CH:27]=[CH:28][N:29]=[C:30]2[NH:22][CH:23]=[CH:24][C:25]=12)([O-:5])=[O:4] |f:0.1|. Procedure: The title compound was also prepared according to the following method. Specifically, sodium hydride (144 mg, 6 mmol) was added to a solution of 4-nitroindole (973 mg, 6 mmol) in THF and the resulting mixture was stirred for 4 h. 1-(t-butyloxycarbonyl)-4-chloromethyl-7-azaindole (Int-11, 1.5 g, 5.5 mmol) was then added. After the reaction was complete (by TLC), the mixture was quenched with saturated aqueous ammonium chloride. The organic layer was separated and the aqueous layer was extracted w... Reactants: Cl, COc1cccc(C2C(CCC(O[Si](C)(C)C(C)(C)C)c3ccccc3)C(=O)N2c2ccc(N)cc2)c1, [Na+], C1CCOC1, O=C([O-])O. Product: COc1cccc(C2C(CCC(O)c3ccccc3)C(=O)N2c2ccc(N)cc2)c1. As a reaction SMILES: [ClH:1].[NH2:2][c:3]1[cH:4][cH:5][c:6]([N:9]2[C:10](=[O:38])[CH:11]([CH2:21][CH2:22][CH:23]([c:24]3[cH:25][cH:26][cH:27][cH:28][cH:29]3)[O:30][Si:31]([C:32]([CH3:33])([CH3:34])[CH3:35])([CH3:36])[CH3:37])[CH:12]2[c:13]2[cH:14][c:15]([O:19][CH3:20])[cH:16][cH:17][cH:18]2)[cH:7][cH:8]1.[Na+:39].[O:44]1[CH2:45][CH2:46][CH2:47][CH2:48]1.[OH:40][C:41](=[O:42])[O-:43]>>[NH2:2][c:3]1[cH:4][cH:5][c:6]([N:9]2[C:10](=[O:38])[CH:11]([CH2:21][CH2:22][CH:23]([c:24]3[cH:25][cH:26][cH:27][cH:28][cH:29]3)[OH:30])[CH:12]2[c:13]2[cH:14][c:15]([O:19][CH3:20])[cH:16][cH:17][cH:18]2)[cH:7][cH:8]1.